From a dataset of the Open Reaction Database (ORD), a public repository of structured organic reaction records. describe an organic reaction: reactants, conditions, products, and yield The reactants are COC(=O)c1ncc(C#N)nc1Nc1ccc([Si](C)(C)C)cc1F, CC(=O)O. Yields the product COC(=O)c1ncc(CN)nc1Nc1ccc([Si](C)(C)C)cc1F. RXN SMILES: [CH3:1][O:2][C:3](=[O:4])[c:5]1[n:6][cH:7][c:8]([C:23]#[N:24])[n:9][c:10]1[NH:11][c:12]1[c:13]([F:22])[cH:14][c:15]([Si:18]([CH3:19])([CH3:20])[CH3:21])[cH:16][cH:17]1.[CH3:25][C:26](=[O:27])[OH:28]>>[CH3:1][O:2][C:3](=[O:4])[c:5]1[n:6][cH:7][c:8]([CH2:23][NH2:24])[n:9][c:10]1[NH:11][c:12]1[c:13]([F:22])[cH:14][c:15]([Si:18]([CH3:19])([CH3:20])[CH3:21])[cH:16][cH:17]1. Reactants: C(O)([O-])=O.[Na+] (sodium hydrogencarbonate), O(C1=CC=CC=C1)C1=CC=C(C=C1)C1CCNCC1 (4-(4-phenoxyphenyl)-piperidine), COC1=C(C=O)C=CC(=C1OC)OC (2,3,4-trimethoxybenzaldehyde), C(=O)O (formic acid). The solvent is C(C)(=O)OCC (ethyl acetate). Conditions: temperature 120 celsius. Yields the product O(C1=CC=CC=C1)C1=CC=C(C=C1)C1CCN(CC1)CC1=C(C(=C(C=C1)OC)OC)OC (4-(4-phenoxyphenyl)-1-[(2,3,4-trimethoxyphenyl)methyl]piperidine). The yield is 73.0%. RXN SMILES: [O:1]([C:8]1[CH:13]=[CH:12][C:11]([CH:14]2[CH2:19][CH2:18][NH:17][CH2:16][CH2:15]2)=[CH:10][CH:9]=1)[C:2]1[CH:7]=[CH:6][CH:5]=[CH:4][CH:3]=1.[CH3:20][O:21][C:22]1[C:29]([O:30][CH3:31])=[C:28]([O:32][CH3:33])[CH:27]=[CH:26][C:23]=1[CH:24]=O.C(O)=O.C(=O)([O-])O.[Na+]>C(OCC)(=O)C>[O:1]([C:8]1[CH:13]=[CH:12][C:11]([CH:14]2[CH2:19][CH2:18][N:17]([CH2:24][C:23]3[CH:26]=[CH:27][C:28]([O:32][CH3:33])=[C:29]([O:30][CH3:31])[C:22]=3[O:21][CH3:20])[CH2:16][CH2:15]2)=[CH:10][CH:9]=1)[C:2]1[CH:3]=[CH:4][CH:5]=[CH:6][CH:7]=1 |f:3.4|. Procedure details: A mixture of 1.27 g of the compound (9) synthesized in Example 2 and 0.8 g of 2,3,4-trimethoxybenzaldehyde was stirred at 120° C., then, 0.18 ml of formic acid was added dropwise. This was stirred for one hour at the same temperature, then ethyl acetate and a saturated aqueous solution of sodium hydrogencarbonate were added and the results were shaken. The organic layer was dried, filtered, then concentrated under reduced pressure to obtain a residue which was then purified by silica gel column ... Starting materials: C(C)OC(=O)C1C(C2=C(CN1CC1=C(C=C(C=C1)OC)OC)SN=C2C2=CC=CC=C2)=O (6-(2,4-dimethoxy-benzyl)-4-oxo-3-phenyl-4,5,6,7-tetrahydro-isothiazolo[5,4-c]pyridine-5-carboxylic acid ethyl ester), O=S(Cl)Cl (SOCl2). Run in C(Cl)Cl (CH2Cl2). Yields the product C(C)OC(=O)C=1C(=C2C(=CN1)SN=C2C2=CC=CC=C2)O (4-Hydroxy-3-phenyl-isothiazolo[5,4-c]pyridine-5-carboxylic acid ethyl ester). The yield is 71.1%. As a reaction SMILES: [CH2:1]([O:3][C:4]([CH:6]1[N:11](CC2C=CC(OC)=CC=2OC)[CH2:10][C:9]2[S:23][N:24]=[C:25]([C:26]3[CH:31]=[CH:30][CH:29]=[CH:28][CH:27]=3)[C:8]=2[C:7]1=[O:32])=[O:5])[CH3:2].O=S(Cl)Cl>C(Cl)Cl>[CH2:1]([O:3][C:4]([C:6]1[C:7]([OH:32])=[C:8]2[C:25]([C:26]3[CH:27]=[CH:28][CH:29]=[CH:30][CH:31]=3)=[N:24][S:23][C:9]2=[CH:10][N:11]=1)=[O:5])[CH3:2]. Reported procedure: To a solution of 6-(2,4-dimethoxy-benzyl)-4-oxo-3-phenyl-4,5,6,7-tetrahydro-isothiazolo[5,4-c]pyridine-5-carboxylic acid ethyl ester (5.42 g, 11.99 mmol) in CH2Cl2 was added SOCl2 (1.31 mL, 17.98 mmol) and the mixture was stirred at r.t. After 3 h the mixture was filtered and the filter cake was washed with hexanes/CH2Cl2 (4/1, 12 mL). The solid was then suspended in sat. NaHCO3 (200 mL) and the mixture extracted with EtOAc (3×200 mL). The combined organic layers were washed with brine, water, d... Starting materials: N(=NC(=O)OC(C)(C)C)C(=O)OC(C)(C)C (di-tert-butyl azodicarboxylate), O1C(=CC=C1)C1=C2N=CN=C2N=C(N1)N (6-(2-furyl)-1H-purine-2-amine), triphenylphosphine polystyrene, C1(CCCCC1)CCO (2-cyclohexylethanol). Run in CN(C)C=O (DMF), C1CCOC1 (THF). Reaction conditions: time 10 minute. The product is C1(CCCCC1)CCN1C2=NC(=NC(=C2N=C1)C=1OC=CC1)N (9-(2-Cyclohexylethyl)-6-(2-furyl)-9H-purine-2-amine). Yield: 58.9%. As a reaction SMILES: [O:1]1[CH:5]=[CH:4][CH:3]=[C:2]1[C:6]1[NH:14][C:13]([NH2:15])=[N:12][C:11]2[C:7]=1[N:8]=[CH:9][N:10]=2.[CH:16]1([CH2:22][CH2:23]O)[CH2:21][CH2:20][CH2:19][CH2:18][CH2:17]1.N(C(OC(C)(C)C)=O)=NC(OC(C)(C)C)=O>CN(C=O)C.C1COCC1>[CH:16]1([CH2:22][CH2:23][N:10]2[CH:9]=[N:8][C:7]3[C:11]2=[N:12][C:13]([NH2:15])=[N:14][C:6]=3[C:2]2[O:1][CH:5]=[CH:4][CH:3]=2)[CH2:21][CH2:20][CH2:19][CH2:18][CH2:17]1. Procedure: A solution of 6-(2-furyl)-1H-purine-2-amine (25 mg, 0.12 mmol) in anhydrous DMF (0.5 mL) and anhydrous THF (2 mL) was treated with triphenylphosphine polystyrene (65 mg, 0.25 mmol) and 2-cyclohexylethanol (35 mg, 0.25 mmol), shaken at room temperature for 10 min, treated with di-tert-butyl azodicarboxylate (0.058 g, 0.25 mmol), shaken at room temperature for 16 h, filtered and concentrated in vacuo. The resulting oil was dissolved in CH2Cl2 (2 mL) and TFA (1 mL), shaken for 2 h and concentrated ... The reactants are FC1=CC=C(C=C1)N1C=C(C2=CC=CC=C12)CCCCN1CCC2(CC1)OCC1=CC=CC=C12 (1′-[4-[1-(4-fluorophenyl)-1H-indole-3-yl]-1-butyl]-spiro[isobenzofuran-1(3H),4′-piperidine]), 2-propanole, I (hydroiodic acid). Yields the product I.FC1=CC=C(C=C1)N1C=C(C2=CC=CC=C12)CCCCN1CCC2(CC1)OCC1=CC=CC=C12 (1′-[4-[1-(4-fluorophenyl)-1H-indole-3-yl]-1-butyl]-spiro[isobenzofuran-1(3H),4′-piperidine] hydroiodide). Reaction SMILES: [F:1][C:2]1[CH:7]=[CH:6][C:5]([N:8]2[C:16]3[C:11](=[CH:12][CH:13]=[CH:14][CH:15]=3)[C:10]([CH2:17][CH2:18][CH2:19][CH2:20][N:21]3[CH2:26][CH2:25][C:24]4([C:34]5[C:29](=[CH:30][CH:31]=[CH:32][CH:33]=5)[CH2:28][O:27]4)[CH2:23][CH2:22]3)=[CH:9]2)=[CH:4][CH:3]=1.[IH:35]>>[IH:35].[F:1][C:2]1[CH:7]=[CH:6][C:5]([N:8]2[C:16]3[C:11](=[CH:12][CH:13]=[CH:14][CH:15]=3)[C:10]([CH2:17][CH2:18][CH2:19][CH2:20][N:21]3[CH2:22][CH2:23][C:24]4([C:34]5[C:29](=[CH:30][CH:31]=[CH:32][CH:33]=5)[CH2:28][O:27]4)[CH2:25][CH2:26]3)=[CH:9]2)=[CH:4][CH:3]=1 |f:2.3|. Procedure: 1′-[4-[1-(4-fluorophenyl)-1H-indole-3-yl]-1-butyl]-spiro[isobenzofuran-1(3H),4′-piperidine] (1.0 g, oil) and 2-propanole (15 ml) was stirred and heated until the oil was dissolved. Aqueous hydroiodic acid (1 ml, 57% HI) was added dropwise and crystals of the title compound was formed. More 2-propanole (10 ml) and hydrobromic acid (4 ml, 57% HI) was added to the suspension. The suspension was cooled on ice and the precipitate was filtered off and dried. Starting materials: C([O-])([O-])=O.[Na+].[Na+] (sodium carbonate), BrC=1C=C(C=C(C1Br)Br)NN (3,4,5-tribromophenylhydrazine), CC(C(C)=O)C (3-methyl-2-butanone), Cl (HCl). The product is BrC1=C2C(C(=NC2=CC(=C1Br)Br)C)(C)C (4,5,6-tribromo-2,3,3-trimethyl-3H-indole). Yield: 56.4%. RXN SMILES: [Br:1][C:2]1[CH:3]=[C:4]([NH:10]N)[CH:5]=[C:6]([Br:9])[C:7]=1[Br:8].[CH3:12][CH:13]([CH3:17])[C:14](=O)[CH3:15].Cl.C(=O)([O-])[O-].[Na+].[Na+]>>[Br:1][C:2]1[C:7]([Br:8])=[C:6]([Br:9])[CH:5]=[C:4]2[C:3]=1[C:13]([CH3:17])([CH3:12])[C:14]([CH3:15])=[N:10]2 |f:3.4.5|. Procedure: 1.73 g of 3,4,5-tribromophenylhydrazine and 2 mL (18.5 mmol) of 3-methyl-2-butanone were refluxed for an hour. Next, 15 mL of concentrated HCl were added and refluxed for another 3.5 h. The reaction mixture was neutralized with concentrated aqueous solution of sodium carbonate, and the product was extracted with benzene. The organic layer was dried with MgSO4 and benzene was removed under reduced pressure by a rotary evaporator to yield 1.12 g of 4,5,6-tribromo-2,3,3-trimethyl-3H-indole. 1H-NMR ...